The task is: describe an organic reaction: reactants, conditions, products, and yield. This data is from the Open Reaction Database (ORD), a public repository of structured organic reaction records. Yield: 98.7%. Starting materials: ClC1=CC(=C(C=O)C=C1)F (4-chloro-2-fluorobenzaldehyde), Cl (hydrochloric acid), O1CCOCC1 (1,4-dioxane), [BH4-].[Na+] (sodium borohydride). RXN SMILES: [Cl:1][C:2]1[CH:9]=[CH:8][C:5]([CH:6]=[O:7])=[C:4]([F:10])[CH:3]=1.O1CCOCC1.[BH4-].[Na+].Cl>O.CO>[Cl:1][C:2]1[CH:9]=[CH:8][C:5]([CH2:6][OH:7])=[C:4]([F:10])[CH:3]=1 |f:2.3|. Product: ClC1=CC(=C(CO)C=C1)F (4-chloro-2-fluorobenzyl alcohol). Reaction conditions: time 30 minute. Procedure details: First, 25 g of 4-chloro-2-fluorobenzaldehyde was dissolved in a mixed solvent consisting of 250 ml of 1,4-dioxane and 25 ml of methanol, to which 2.4 g of sodium borohydride was added under ice cooling, and the mixture was stirred for 30 minutes. After completion of the reaction, a small amount of diluted aqueous hydrochloric acid was added, and the reaction mixture was poured into water and extracted with ethyl acetate. The organic layer was washed with saturated sodium chloride solution, dried... The solvent is O (water), CO (methanol). Reactants: [Li]c1ccccc1 (effective_coupling_partner), Oc2ccc1ccc(OC)cc1c2 (substrate). Reagents/catalysts: SIMes. Run at temperature 25 celsius, time 12 hour. The product is Oc3ccc2ccc(c1ccccc1)cc2c3.